This data is from the Open Reaction Database (ORD), a public repository of structured organic reaction records. The task is: describe an organic reaction: reactants, conditions, products, and yield Reactants: COC=1C=C(CNCC(OC)OC)C=CC1OC ((3,4-Dimethoxybenzyl)-(2,2-dimethoxyethyl)-amine), C1=CC2=C(C=C1C=O)OCO2 (piperonal), Cl (HCl). Conditions: temperature 100 celsius, time 3 hour. Product: Cl.COC=1CC2=C3C(N=CC2=CC1OC)=C1C=C2C(=CC1=C3)OCO2 (2,3-Dimethoxy-8,9-methylenedioxy-1H-indeno[1,2-c]isoquinoline Hydrochloride). As a reaction SMILES: [CH3:1][O:2][C:3]1[CH:4]=[C:5]([CH:14]=[CH:15][C:16]=1[O:17][CH3:18])[CH2:6][NH:7][CH2:8][CH:9](OC)OC.[CH:19]1[C:24]([CH:25]=O)=[CH:23][C:22]2[O:27][CH2:28][O:29][C:21]=2[CH:20]=1.[ClH:30]>>[ClH:30].[CH3:18][O:17][C:16]1[CH2:15][C:14]2[C:5](=[CH:4][C:3]=1[O:2][CH3:1])[CH:6]=[N:7][C:8]1=[C:9]3[C:19](=[CH:24][C:25]=21)[CH:20]=[C:21]1[O:29][CH2:28][O:27][C:22]1=[CH:23]3 |f:3.4|. Procedure: Concentrated HCl (20 mL) was added to a mixture of amine 12a (2.17 g, 8.51 mmol) and piperonal (10b, 3.0 g, 0.020 mol). The reaction mixture was stirred at 100° C. for 3 h. The reaction mixture was then cooled and washed with ether (50 mL×3). Then it was brought to a basic pH with NH4OH. The mixture was extracted with chloroform (50 mL×4), washed with water (100 mL), dried (Na2SO4) and concentrated. The residue was dissolved in a mixture of organic solvents (50 mL diethyl ether, 100 mL dichlorom...